From a dataset of the Open Reaction Database (ORD), a public repository of structured organic reaction records. describe an organic reaction: reactants, conditions, products, and yield Starting materials: Amide, CC=1C=CC=2N(C1)C=C(N2)C2=CC=C(N)C=C2 (4-(6-methylimidazo[1,2-a]pyridin-2-yl)aniline), FC=1C=C(C(=O)Cl)C=CC1F (3,4-difluorobenzoyl chloride). Solvent: N1=CC=CC=C1 (pyridine). The product is FC=1C=C(C(=O)NC2=CC=C(C=C2)C=2N=C3N(C=C(C=C3)C)C2)C=CC1F (3,4-Difluoro-N-[4-(6-methylimidazo[1,2-a]pyridin-2-yl)phenyl]benzamide). Yield: 68.3%. As a reaction SMILES: [CH3:1][C:2]1[CH:3]=[CH:4][C:5]2[N:6]([CH:8]=[C:9]([C:11]3[CH:17]=[CH:16][C:14]([NH2:15])=[CH:13][CH:12]=3)[N:10]=2)[CH:7]=1.[F:18][C:19]1[CH:20]=[C:21]([CH:25]=[CH:26][C:27]=1[F:28])[C:22](Cl)=[O:23]>N1C=CC=CC=1>[F:18][C:19]1[CH:20]=[C:21]([CH:25]=[CH:26][C:27]=1[F:28])[C:22]([NH:15][C:14]1[CH:16]=[CH:17][C:11]([C:9]2[N:10]=[C:5]3[CH:4]=[CH:3][C:2]([CH3:1])=[CH:7][N:6]3[CH:8]=2)=[CH:12][CH:13]=1)=[O:23]. Procedure details: Prepared as described in the Amide Coupling section using 4-(6-methylimidazo[1,2-a]pyridin-2-yl)aniline (0.50 g, 2.24 mmol) and 3,4-difluorobenzoyl chloride (0.395 g, 2.24 mmol) in dry pyridine (20 ml) to give the title compound (0.556 g, 68%) as a colourless solid after work-up and recrystallisation from AcOH. Reported procedure: (2R)-1,1,1-trifluoro-2-(4-((2S)-4-(phenylsulfonyl)-2-(tetrahydro-2H-pyran-4-ylmethyl)-1-piperazinyl)phenyl)-2-propanol; (2S)-1,1,1-trifluoro-2-(4-((2R)-4-(phenylsulfonyl)-2-(tetrahydro-2H-pyran-4-ylmethyl)-1-piperazinyl)phenyl)-2-propanol; (2S)-1,1,1-trifluoro-2-(4-((2S)-4-(phenylsulfonyl)-2-(tetrahydro-2H-pyran-4-ylmethyl)-1-piperazinyl)phenyl)-2-propanol. 1H NMR (400 MHz, CD3OD) δ 7.83 (s, 2H), 7.65 (s, 3H), 7.44 (d, J=8.8 Hz, 2H), 6.89 (d, J=9.0 Hz, 2H), 4.06 (m, 1H), 3.92-3.82 (m, 2H), 3.80-... RXN SMILES: [F:1][C:2]([F:35])([F:34])[C@@:3]([C:6]1[CH:11]=[CH:10][C:9]([N:12]2[CH2:17][CH2:16][N:15]([S:18]([C:21]3[CH:26]=[CH:25][CH:24]=[CH:23][CH:22]=3)(=[O:20])=[O:19])[CH2:14][C@@H:13]2[CH2:27][CH:28]2[CH2:33][CH2:32][O:31][CH2:30][CH2:29]2)=[CH:8][CH:7]=1)([OH:5])[CH3:4].FC(F)(F)[C@](C1C=CC(N2CCN(S(C3C=CC=CC=3)(=O)=O)C[C@H]2CC2CCOCC2)=CC=1)(O)C.FC(F)(F)[C@](C1C=CC(N2CCN(S(C3C=CC=CC=3)(=O)=O)C[C@@H]2CC2CCOCC2)=CC=1)(O)C.C1N=C(N)C2N=CN([C@@H]3O[C@H](COP(OP(OC[C@H]4O[C@@H](N5C=C(C(N)=O)CC=C5)[C@H](O)[C@@H]4O)(O)=O)(O)=O)[C@@H](O)[C@H]3OP(O)(O)=O)C=2N=1>>[F:35][C:2]([F:1])([F:34])[C@@:3]([C:6]1[CH:11]=[CH:10][C:9]([N:12]2[CH2:17][CH2:16][N:15]([S:18]([C:21]3[CH:26]=[CH:25][CH:24]=[CH:23][CH:22]=3)(=[O:19])=[O:20])[CH2:14][C@H:13]2[CH2:27][CH:28]2[CH2:29][CH2:30][O:31][CH2:32][CH2:33]2)=[CH:8][CH:7]=1)([OH:5])[CH3:4]. Reactants: FC([C@](C)(O)C1=CC=C(C=C1)N1[C@H](CN(CC1)S(=O)(=O)C1=CC=CC=C1)CC1CCOCC1)(F)F ((2R)-1,1,1-trifluoro-2-(4-((2S)-4-(phenylsulfonyl)-2-(tetrahydro-2H-pyran-4-ylmethyl)-1-piperazinyl)phenyl)-2-propanol), C=1N=C(C2=C(N1)N(C=N2)[C@H]3[C@@H]([C@@H]([C@H](O3)COP(=O)(O)OP(=O)(O)OC[C@@H]4[C@H]([C@H]([C@@H](O4)N5C=CCC(=C5)C(=O)N)O)O)O)OP(=O)(O)O)N (NADPH), FC([C@@](C)(O)C1=CC=C(C=C1)N1[C@@H](CN(CC1)S(=O)(=O)C1=CC=CC=C1)CC1CCOCC1)(F)F ((2S)-1,1,1-trifluoro-2-(4-((2R)-4-(phenylsulfonyl)-2-(tetrahydro-2H-pyran-4-ylmethyl)-1-piperazinyl)phenyl)-2-propanol), FC([C@@](C)(O)C1=CC=C(C=C1)N1[C@H](CN(CC1)S(=O)(=O)C1=CC=CC=C1)CC1CCOCC1)(F)F ((2S)-1,1,1-trifluoro-2-(4-((2S)-4-(phenylsulfonyl)-2-(tetrahydro-2H-pyran-4-ylmethyl)-1-piperazinyl)phenyl)-2-propanol). Product: FC([C@](C)(O)C1=CC=C(C=C1)N1[C@@H](CN(CC1)S(=O)(=O)C1=CC=CC=C1)CC1CCOCC1)(F)F ((2R)-1,1,1-trifluoro-2-(4-((2R)-4-(phenylsulfonyl)-2-(tetrahydro-2H-pyran-4-ylmethyl)-1-piperazinyl)phenyl)-2-propanol). The reactants are N#CBr (cyanogen bromide), C(C)(C)N(CC)C(C)C (diisopropylethylamine), C(Cl)(Cl)Cl (chloroform), CN1C2CC3=C1CCC1=C3C=CCN=CC1(C2C)C (1,2,3,4,5,6-hexahydro-3,6,12-trimethyl-2,6-methano-9H-pyrrolo[3,2-h][3]benzazocine), C(Cl)(Cl)Cl (chloroform). Run in C([O-])(O)=O.[Na+] (sodium bicarbonate). Product: C(#N)N1C2CC3=C1CCC1=C3C=CCN=CC1(C2C)C (3-cyano-6,12-dimethyl-1,2,3,4,5,6-hexahydro-2,6-methano-9H-pyrrolo[3,2-h][3]benzazocine). Isolated yield 94.5%. As a reaction SMILES: [N:1]#CBr.C(N(C(C)C)CC)(C)C.C(Cl)(Cl)Cl.[CH3:17][N:18]1[C:22]2[CH2:23][CH2:24][C:25]3[C:32]4([CH3:35])[CH:33]([CH3:34])[CH:19]1[CH2:20][C:21]=2[C:26]=3[CH:27]=[CH:28][CH2:29][N:30]=[CH:31]4>C(=O)(O)[O-].[Na+]>[C:17]([N:18]1[C:22]2[CH2:23][CH2:24][C:25]3[C:32]4([CH3:35])[CH:33]([CH3:34])[CH:19]1[CH2:20][C:21]=2[C:26]=3[CH:27]=[CH:28][CH2:29][N:30]=[CH:31]4)#[N:1] |f:4.5|. Reported procedure: To a stirred solution of 6.81 g of cyanogen bromide, 4.7 ml of diisopropylethylamine, and 142 ml of chloroform was added, at room temperature with stirring, a solution of 13.7 g of 1,2,3,4,5,6-hexahydro-3,6,12-trimethyl-2,6-methano-9H-pyrrolo[3,2-h][3]benzazocine and 414 ml of chloroform. The mixture was heated at reflux for 2.6 hr, cooled to room temperature, diluted with aqueous sodium bicarbonate solution, and the layers were separated. The organic layer was washed with sodium bicarbonate sol... Reactants: CC(C)(C#N)N=NC(C)(C)C#N (α,α-azo bis isobutyronitrile), BrCC1=C(C2=CC=CC=C2C=C1)C1=CC=CC=C1 (2-bromomethyl-1-phenylnapthalene), equal volume mixture, Cl (hydrochloric acid), product, BrN1C(CCC1=O)=O (N-bromosuccinimide), C([O-])([O-])=O.[Ca+2] (calcium carbonate). The solvent is O1CCOCC1 (dioxane), O (water), C(Cl)(Cl)(Cl)Cl (carbon tetrachloride). Product: C1(=CC=CC=C1)C1=C(C=CC2=CC=CC=C12)C(=O)O (1-phenylnaphthalene-2-carboxylic acid), C([O-])([O-])=O (carbonate). RXN SMILES: BrN1C(=O)CCC1=O.CC(N=NC(C#N)(C)C)(C#N)C.BrC[C:23]1[CH:32]=[CH:31][C:30]2[C:25](=[CH:26][CH:27]=[CH:28][CH:29]=2)[C:24]=1[C:33]1[CH:38]=[CH:37][CH:36]=[CH:35][CH:34]=1.[C:39](=[O:42])([O-:41])[O-:40].[Ca+2].Cl>C(Cl)(Cl)(Cl)Cl.O1CCOCC1.O>[C:33]1([C:24]2[C:25]3[C:30](=[CH:29][CH:28]=[CH:27][CH:26]=3)[CH:31]=[CH:32][C:23]=2[C:39]([OH:40])=[O:42])[CH:38]=[CH:37][CH:36]=[CH:35][CH:34]=1.[C:39](=[O:40])([O-:42])[O-:41] |f:3.4|. Reported procedure: Then 97.8 g of that product was combined with 81.9 g of N-bromosuccinimide and 4.2 g of α,α-azo bis isobutyronitrile in 300 ml of carbon tetrachloride and then heated under reflux for 8 hours. The resulting product is filtered off from the succinimide. Then after the solvent is removed in a vacuum, a pale yellow solid was obtained which was determined to be 2-bromomethyl-1-phenylnapthalene was heated with 23 g of calcium carbonate in a mixture consisting of 250 ml of an equal volume mixture of w... Starting materials: C(C)(=O)OCC (Ethyl acetate), [Li+].C[Si](C)(C)[N-][Si](C)(C)C (LiHMDS), C(C)(C)(C)OC(=O)N1CCC(CC1)=O (4-oxo-piperidine-1-carboxylic acid tert-butyl ester). Run in C1CCOC1 (THF), C1CCOC1 (THF). Run at temperature -78 celsius, time 10 minute. Product: C(C)(C)(C)OC(=O)N1CCC(CC1)(O)CC(=O)OCC (4-ethoxycarbonylmethyl-4-hydroxy-piperidine-1-carboxylic acid tert-butyl ester). RXN SMILES: [C:1]([O:4][CH2:5][CH3:6])(=[O:3])[CH3:2].[Li+].C[Si]([N-][Si](C)(C)C)(C)C.[C:17]([O:21][C:22]([N:24]1[CH2:29][CH2:28][C:27](=[O:30])[CH2:26][CH2:25]1)=[O:23])([CH3:20])([CH3:19])[CH3:18]>C1COCC1>[C:17]([O:21][C:22]([N:24]1[CH2:29][CH2:28][C:27]([CH2:2][C:1]([O:4][CH2:5][CH3:6])=[O:3])([OH:30])[CH2:26][CH2:25]1)=[O:23])([CH3:20])([CH3:18])[CH3:19] |f:1.2|. Procedure: Ethyl acetate (1.95 ml, 20 mmol) was added dropwise at −78° C. to 1M solution of LiHMDS in THF (20 ml, 20 mmol). After stirring for 10 min at −78° C., 4-oxo-piperidine-1-carboxylic acid tert-butyl ester (3.98 g, 20 mmol) in 8 ml of THF was added dropwise at −78° C. and the dry ice/acetone bath was removed to allow the temperature to slowly reach 0° C. At this temperature, the reaction mixture was quenched by addition of 25 ml of H2O and the mixture was extracted twice with Et2O, the organic laye...